Dataset: the Open Reaction Database (ORD), a public repository of structured organic reaction records. Task: describe an organic reaction: reactants, conditions, products, and yield Starting materials: C(CCCCCCCCC#CC#CCCCCCCCCCC)(=O)O (10,12-Tricosadiynoic acid), CO (methanol), S(O)(O)(=O)=O (sulfuric acid). Run in CCOCC (ether). Run at time 1 hour. Yields the product C(CCCCCCCCC#CC#CCCCCCCCCCC)(=O)OC (Methyl 10,12-tricosadiynoate). Isolated yield 74.0%. As a reaction SMILES: [C:1]([OH:25])(=[O:24])[CH2:2][CH2:3][CH2:4][CH2:5][CH2:6][CH2:7][CH2:8][CH2:9][C:10]#[C:11][C:12]#[C:13][CH2:14][CH2:15][CH2:16][CH2:17][CH2:18][CH2:19][CH2:20][CH2:21][CH2:22][CH3:23].[CH3:26]O.S(=O)(=O)(O)O>CCOCC>[C:1]([O:25][CH3:26])(=[O:24])[CH2:2][CH2:3][CH2:4][CH2:5][CH2:6][CH2:7][CH2:8][CH2:9][C:10]#[C:11][C:12]#[C:13][CH2:14][CH2:15][CH2:16][CH2:17][CH2:18][CH2:19][CH2:20][CH2:21][CH2:22][CH3:23]. Reported procedure: 10,12-Tricosadiynoic acid (3.0 g, 0.0084 mol), methanol (15 ml) and concentrated sulfuric acid (0.8 ml) were heated to reflux and stirred for 1 hour. The cooled mixture was taken up in ether (40 ml) and washed with 10% NaHCO3 (20 ml) and water (20 ml), and the organic phase was dried (MgSO4). Evaporation of the solvent gave 2.68 g (74%) of the title compound. 1H NMR (60 MHz, CDCl3): δ 0.98 (m, 3H, CH3CH2), 1.28. (m, 28H, CH2), 2.25 (m, 6H, CH2), 3.70 (s, 3H, CH3O). Starting materials: [OH-].[K+] (potassium hydroxide), BrCC(=O)OC(C)(C)C (tertiarybutyl bromoacetate), C(C)=C1N(C(CC1(C1=CC=CC=C1)C=1C=C(C=CC1)O)C)C (3-(2-ethylidene-1,5-dimethyl-3-phenylpyrrolidin-3-yl)phenol). The solvent is C(C)(=O)OCC (ethyl acetate), CS(=O)C (dimethylsulfoxide). Run at temperature 25 celsius, time 3 hour. Yields the product C(C)=C1N(C(CC1(C1=CC=CC=C1)C=1C=C(OCC(=O)OC(C)(C)C)C=CC1)C)C (tert-butyl 2-(3-(2-ethylidene-1,5-dimethyl-3-phenylpyrrolidin-3-yl)phenoxy)acetate). Reaction SMILES: [CH:1](=[C:3]1[C:7]([C:14]2[CH:15]=[C:16]([OH:20])[CH:17]=[CH:18][CH:19]=2)([C:8]2[CH:13]=[CH:12][CH:11]=[CH:10][CH:9]=2)[CH2:6][CH:5]([CH3:21])[N:4]1[CH3:22])[CH3:2].[OH-].[K+].Br[CH2:26][C:27]([O:29][C:30]([CH3:33])([CH3:32])[CH3:31])=[O:28]>CS(C)=O.C(OCC)(=O)C>[CH:1](=[C:3]1[C:7]([C:14]2[CH:15]=[C:16]([CH:17]=[CH:18][CH:19]=2)[O:20][CH2:26][C:27]([O:29][C:30]([CH3:33])([CH3:32])[CH3:31])=[O:28])([C:8]2[CH:13]=[CH:12][CH:11]=[CH:10][CH:9]=2)[CH2:6][CH:5]([CH3:21])[N:4]1[CH3:22])[CH3:2] |f:1.2|. Procedure: Product of Step 9 (1 g) was dissolved in dimethylsulfoxide (60 mL). To this, powdered potassium hydroxide (1 g) and tertiarybutyl bromoacetate (2.5 mL) was added. The reaction mixture was stirred under argon for 3 hr at 25° C. The reaction mixture was diluted with ethyl acetate (800 mL) and was extracted with water (twice at 200 mL each) and saturated sodium chloride in water (200 mL). The organic layer was dried on magnesium sulfate, was filtered, and was concentrated under vacuum. Crude produc... Reactants: COC1=CC=C(CN2N=C(C=3C2=NC=C(C3)C=3C=C(C=CC3)NC(C=C)=O)C)C=C1 (N-(3-(1-(4-methoxybenzyl)-3-methyl-1H-pyrazolo[3,4-b]pyridin-5-yl)phenyl)-acrylamide), FC(C(=O)O)(F)F (trifluoroacetic acid), C(C)(=O)OCC (ethyl acetate). Reaction conditions: temperature 50 celsius. Solvent: CCCCCC (hexane), C(Cl)(Cl)Cl (chloroform). The product is CC1=NNC2=NC=C(C=C21)C=2C=C(C=CC2)NC(C=C)=O (N-(3-(3-methyl-1H-pyrazolo[3,4-b]pyridin-5-yl)phenyl)acrylamide). Procedure: To a stirred solution of Compound 3 (70 mg, 0.175 mmol) in chloroform (15 mL) was added trifluoroacetic acid (3 mL) and heated to 50° C. overnight. The reaction was evaporated and diluted with water; pH was adjusted to 8-10 with sodium carbonate solution. The aqueous phase was extracted with dichloromethane twice (2×25 mL). The organic layer was dried over sodium sulphate and concentrated to get the crude, which was passed through 100-200 mesh silica gel eluting the EXAMPLE 1 at 60% ethyl acetat... Reaction SMILES: COC1C=CC(C[N:8]2[C:12]3=[N:13][CH:14]=[C:15]([C:17]4[CH:18]=[C:19]([NH:23][C:24](=[O:27])[CH:25]=[CH2:26])[CH:20]=[CH:21][CH:22]=4)[CH:16]=[C:11]3[C:10]([CH3:28])=[N:9]2)=CC=1.FC(F)(F)C(O)=O.C(OCC)(=O)C>C(Cl)(Cl)Cl.CCCCCC>[CH3:28][C:10]1[C:11]2[C:12](=[N:13][CH:14]=[C:15]([C:17]3[CH:18]=[C:19]([NH:23][C:24](=[O:27])[CH:25]=[CH2:26])[CH:20]=[CH:21][CH:22]=3)[CH:16]=2)[NH:8][N:9]=1.